From a dataset of the Open Reaction Database (ORD), a public repository of structured organic reaction records. describe an organic reaction: reactants, conditions, products, and yield The reactants are [Cl-].[Na+] (sodium chloride), [H-].[Na+] (sodium hydride), [N+](=O)([O-])C=1C=C(C=O)C=CC1Cl (3-nitro-4-chlorobenzaldehyde), [Br-].COC=1C=C(CP(C2=CC=CC=C2)(C2=CC=CC=C2)C2=CC=CC=C2)C=C(C1OC)OC (3,4,5-trimethoxybenzyltriphenylphosphine bromide). Solvent: C(C)(=O)O (acetic acid), C1=CC=CC=C1 (benzene), C1=CC=CC=C1 (benzene). Product: [N+](=O)([O-])C=1C=C(C=CC1Cl)\C=C/C1=CC(=C(C(=C1)OC)OC)OC ((Z)-1-(3-nitro-4-chlorophenyl)-2-(3,4,5-trimethoxyphenyl)ethene). The yield is 50.9%. As a reaction SMILES: [N+:1]([C:4]1[CH:5]=[C:6]([CH:9]=[CH:10][C:11]=1[Cl:12])[CH:7]=O)([O-:3])=[O:2].[Br-].[CH3:14][O:15][C:16]1[CH:17]=[C:18]([CH:39]=[C:40]([O:44][CH3:45])[C:41]=1[O:42][CH3:43])[CH2:19]P(C1C=CC=CC=1)(C1C=CC=CC=1)C1C=CC=CC=1.[H-].[Na+].[Cl-].[Na+]>C1C=CC=CC=1.C(O)(=O)C>[N+:1]([C:4]1[CH:5]=[C:6](/[CH:7]=[CH:19]\[C:18]2[CH:39]=[C:40]([O:44][CH3:45])[C:41]([O:42][CH3:43])=[C:16]([O:15][CH3:14])[CH:17]=2)[CH:9]=[CH:10][C:11]=1[Cl:12])([O-:3])=[O:2] |f:1.2,3.4,5.6|. Reported procedure: 1.0 g of 3-nitro-4-chlorobenzaldehyde and 2.8 g of 3,4,5-trimethoxybenzyltriphenylphosphine bromide were dissolved in 50 ml of benzene, and a benzene solution containing 260 mg of sodium hydride dispersed therein was added thereto and reacted for 15 hours at room temperature. The reaction liquid was neutralized with acetic acid, saturated sodium chloride solution was added thereto, and the resulting liquid was extracted with dichloromethane. The extract was dried with anhydrous sodium sulfate, c... Reactants: C1(CC1)NS(=O)(=O)CCCCCCN1CCN(CC1)C(C1=CC=CC=C1)C1=CC(=CC=C1)Cl (N-Cyclopropyl-6-[4-[(3-chlorophenyl)phenylmethyl]-1-piperazinyl]hexanesulfonamide), C(C(=O)O)(=O)O (Oxalic acid). The solvent is CO (methanol). The product is C(C(=O)O)(=O)O.C1(CC1)NS(=O)(=O)CCCCCCN1CCN(CC1)C(C1=CC=CC=C1)C1=CC(=CC=C1)Cl (N-cyclopropyl-6-[4-[(3-chlorophenyl)phenylmethyl]-1-piperazinyl]hexanesulfonamide oxalate). The yield is 71.8%. RXN SMILES: [CH:1]1([NH:4][S:5]([CH2:8][CH2:9][CH2:10][CH2:11][CH2:12][CH2:13][N:14]2[CH2:19][CH2:18][N:17]([CH:20]([C:27]3[CH:32]=[CH:31][CH:30]=[C:29]([Cl:33])[CH:28]=3)[C:21]3[CH:26]=[CH:25][CH:24]=[CH:23][CH:22]=3)[CH2:16][CH2:15]2)(=[O:7])=[O:6])[CH2:3][CH2:2]1.[C:34]([OH:39])(=[O:38])[C:35]([OH:37])=[O:36]>CO>[C:34]([OH:39])(=[O:38])[C:35]([OH:37])=[O:36].[CH:1]1([NH:4][S:5]([CH2:8][CH2:9][CH2:10][CH2:11][CH2:12][CH2:13][N:14]2[CH2:19][CH2:18][N:17]([CH:20]([C:27]3[CH:32]=[CH:31][CH:30]=[C:29]([Cl:33])[CH:28]=3)[C:21]3[CH:26]=[CH:25][CH:24]=[CH:23][CH:22]=3)[CH2:16][CH2:15]2)(=[O:7])=[O:6])[CH2:3][CH2:2]1 |f:3.4|. Reported procedure: N-Cyclopropyl-6-[4-[(3-chlorophenyl)phenylmethyl]-1-piperazinyl]hexanesulfonamide (1.00 g, 2.04 mmol) prepared in the same manner as in Example 1 was dissolved in methanol (50 ml). Oxalic acid dehydrate (0.32 g, 2.55 mmol) was added thereto. After dissolving the mixture with heating, the solvent was removed by evaporation in vacuo. Acetone was added to the residue, and the precipitated crystals were collected by filtration. The crystals were recrystallized from acetone, to give N-cyclopropyl-6-[...